From a dataset of the Open Reaction Database (ORD), a public repository of structured organic reaction records. describe an organic reaction: reactants, conditions, products, and yield The reactants are C(C=C)OC(NC1(CC1)C1=NC=CN=C1)=O ((1-Pyrazin-2-yl-cyclopropyl)-carbamic acid allyl ester), N1CCOCC1 (morpholine). Reagents/catalysts: C=1C=CC(=CC1)[P](C=2C=CC=CC2)(C=3C=CC=CC3)[Pd]([P](C=4C=CC=CC4)(C=5C=CC=CC5)C=6C=CC=CC6)([P](C=7C=CC=CC7)(C=8C=CC=CC8)C=9C=CC=CC9)[P](C=1C=CC=CC1)(C=1C=CC=CC1)C=1C=CC=CC1 (Pd(PPh3)4). Run in C1CCOC1 (THF). Reaction conditions: temperature 50 celsius, time 3 hour. Product: N1=C(C=NC=C1)C1(CC1)N (1-Pyrazin-2-yl-cyclopropylamine). Yield: 14.3%. Reaction SMILES: C(OC(=O)[NH:6][C:7]1([C:10]2[CH:15]=[N:14][CH:13]=[CH:12][N:11]=2)[CH2:9][CH2:8]1)C=C.N1CCOCC1>C1COCC1.C1C=CC([P]([Pd]([P](C2C=CC=CC=2)(C2C=CC=CC=2)C2C=CC=CC=2)([P](C2C=CC=CC=2)(C2C=CC=CC=2)C2C=CC=CC=2)[P](C2C=CC=CC=2)(C2C=CC=CC=2)C2C=CC=CC=2)(C2C=CC=CC=2)C2C=CC=CC=2)=CC=1>[N:11]1[CH:12]=[CH:13][N:14]=[CH:15][C:10]=1[C:7]1([NH2:6])[CH2:9][CH2:8]1 |^1:31,33,52,71|. Procedure: To a solution of (1-Pyrazin-2-yl-cyclopropyl)-carbamic acid allyl ester (67 mg, 0.31 mmol) and morpholine (0.31 mL, 3.1 mmol) in THF (3 mL) was added Pd(PPh3)4 (27 mg, 0.02 mmol) and the yellow mixture was stirred at 50° C. for 3 h. The solvent was removed under a stream of N2 and the residue was purified by flash chromatography (silica, 4→7% MeOH/CH2Cl2) to give 6 mg of the title compound as an orange oil, m/z 136.04 [M+1]+. Starting materials: ClC1=CC=NC2=CC(=CC=C12)C(F)(F)F (4-chloro-7-trifluoromethylquinoline), CN1CCN(CC1)CC1=CC=C(C=C1)N (1-methyl-4-[(4-aminophenyl)methyl]piperazine), Cl (hydrogen chloride). The solvent is C(C)O (ethanol). The product is CN1CCN(CC1)CC1=CC=C(C=C1)NC1=CC=NC2=CC(=CC=C12)C(F)(F)F (4-[[4-[(4-methyl-1-piperazinyl)methyl]phenyl]amino]-7-(trifluoromethyl)quinoline). RXN SMILES: Cl[C:2]1[C:11]2[C:6](=[CH:7][C:8]([C:12]([F:15])([F:14])[F:13])=[CH:9][CH:10]=2)[N:5]=[CH:4][CH:3]=1.[CH3:16][N:17]1[CH2:22][CH2:21][N:20]([CH2:23][C:24]2[CH:29]=[CH:28][C:27]([NH2:30])=[CH:26][CH:25]=2)[CH2:19][CH2:18]1.Cl>C(O)C>[CH3:16][N:17]1[CH2:22][CH2:21][N:20]([CH2:23][C:24]2[CH:29]=[CH:28][C:27]([NH:30][C:2]3[C:11]4[C:6](=[CH:7][C:8]([C:12]([F:15])([F:14])[F:13])=[CH:9][CH:10]=4)[N:5]=[CH:4][CH:3]=3)=[CH:26][CH:25]=2)[CH2:19][CH2:18]1. Reported procedure: A solution of 4-chloro-7-trifluoromethylquinoline (400 mg, 0.0018 M), 1-methyl-4-[(4-aminophenyl)methyl]piperazine (400 mg, 0.0019 M) and 1.4 ml of ethanolic hydrogen chloride in 10 ml of ethanol is heated to reflux, under nitrogen for 15 minutes. The reaction mixture is quenched with ice, neutralized with aqueous 10% sodium hydroxide and extracted with methylene chloride. The methylene chloride solution is washed with water, saturated sodium chloride solution, dried over anhydrous sodium sulfat... The reactants are C(C)(C)(C)OC(=O)N1[C@](CC(C1)O[Si](C)(C)C(C)(C)C)(C(C1=CC(=C(C=C1)Cl)Cl)=O)CCC ((R)-4-(tert-Butyl-dimethyl-silanyloxy)-2-propyl-2-(3,4-dichloro-benzoyl)-pyrrolidine-1-carboxylic acid tert-butyl ester), C[N+](C)(C)C.[F-] (TMAF). The product is C(C)(C)(C)OC(=O)N1[C@@](CC(C1)O)(CCC)C(C1=CC(=C(C=C1)Cl)Cl)=O ((R)-2-(3,4-Dichloro-benzoyl)-4-hydroxy-2-propyl-pyrrolidine-1-carboxylic acid tert-butyl ester). As a reaction SMILES: [C:1]([O:5][C:6]([N:8]1[CH2:12][CH:11]([O:13][Si](C(C)(C)C)(C)C)[CH2:10][C@:9]1([CH2:31][CH2:32][CH3:33])[C:21](=[O:30])[C:22]1[CH:27]=[CH:26][C:25]([Cl:28])=[C:24]([Cl:29])[CH:23]=1)=[O:7])([CH3:4])([CH3:3])[CH3:2].C[N+](C)(C)C.[F-]>>[C:1]([O:5][C:6]([N:8]1[CH2:12][CH:11]([OH:13])[CH2:10][C@@:9]1([C:21](=[O:30])[C:22]1[CH:27]=[CH:26][C:25]([Cl:28])=[C:24]([Cl:29])[CH:23]=1)[CH2:31][CH2:32][CH3:33])=[O:7])([CH3:2])([CH3:3])[CH3:4] |f:1.2|. Procedure details: (R)-2-(3,4-Dichloro-benzoyl)-4-hydroxy-2-propyl-pyrrolidine-1-carboxylic acid tert-butyl ester was prepared by treating (R)-4-(tert-Butyl-dimethyl-silanyloxy)-2-propyl-2-(3,4-dichloro-benzoyl)-pyrrolidine-1-carboxylic acid tert-butyl ester with TMAF following the procedure of step 3 of Example 11. The reactants are C1=CC=CC=2C3=CC=CC=C3C(C12)COC(NCC1=C(C=CC=C1)C1=CC=C(C=C1)C=O)=O ((4′-Formylbiphenyl-2-ylmethyl)-carbamic acid 9H-fluoren-9-ylmethyl ester), O.C1(=CC=C(C=C1)S(=O)(=O)O)C (p-toluenesulfonic acid monohydrate), C(OC)(OC)OC (trimethyl orthoformate). The solvent is CO (methanol). Product: C1=CC=CC=2C3=CC=CC=C3C(C12)COC(NCC1=C(C=CC=C1)C1=CC=C(C=C1)C(OC)OC)=O ((4′-Dimethoxymethylbiphenyl-2-ylmethyl)-carbamic acid 9H-fluoren-9ylmethyl ester). Yield: 93.1%. RXN SMILES: [CH:1]1[C:13]2[CH:12]([CH2:14][O:15][C:16](=[O:33])[NH:17][CH2:18][C:19]3[CH:24]=[CH:23][CH:22]=[CH:21][C:20]=3[C:25]3[CH:30]=[CH:29][C:28](C=O)=[CH:27][CH:26]=3)[C:11]3[C:6](=[CH:7][CH:8]=[CH:9][CH:10]=3)[C:5]=2[CH:4]=[CH:3][CH:2]=1.O.C1(C)C=CC(S(O)(=O)=O)=CC=1.[CH:46]([O:51][CH3:52])([O:49][CH3:50])OC>CO>[CH:10]1[C:11]2[CH:12]([CH2:14][O:15][C:16](=[O:33])[NH:17][CH2:18][C:19]3[CH:24]=[CH:23][CH:22]=[CH:21][C:20]=3[C:25]3[CH:26]=[CH:27][C:28]([CH:46]([O:49][CH3:50])[O:51][CH3:52])=[CH:29][CH:30]=3)[C:13]3[C:5](=[CH:4][CH:3]=[CH:2][CH:1]=3)[C:6]=2[CH:7]=[CH:8][CH:9]=1 |f:1.2|. Procedure details: To a vigorously stirred mixture of methanol (250 mL) containing aldehyde (S29) (17.0 g, 39.3 mmol) and p-toluenesulfonic acid monohydrate (0.75 g, 3.9 mmol) was added trimethyl orthoformate (17 mL, 160 mmol). After 1.5 h of moderate heating (flask equipped with short path to drive reaction forward), the reaction was quenched with a 1:1 mixture of saturated sodium bicarbonate and water (150 mL) and diluted with CH2Cl2 (200 mL). The aqueous layer was extracted with CH2Cl2 and the combined organic ... Reactants: CC=1C=C(C=CC1C)C1CN(CC(C1)NC(=O)C1=CC=CC=C1)C(=O)C1(CCC1)NC(OC(C)(C)C)=O (tert-butyl [1-({3-(3,4-dimethylphenyl)-5-[(phenylcarbonyl)amino]piperidin-1-yl}carbonyl)cyclobutyl]carbamate), Cl (hydrochloric acid). Solvent: O1CCOCC1 (dioxane). Yields the product Cl.NC1(CCC1)C(=O)N1CC(CC(C1)C1=CC(=C(C=C1)C)C)NC(=O)C1=CC=CC=C1 (N-{1-[(1-Aminocyclobutyl)carbonyl]-5-(3,4-dimethylphenyl)piperidin-3-yl}benzenecarboxamide hydrochloride). Reaction SMILES: [CH3:1][C:2]1[CH:3]=[C:4]([CH:9]2[CH2:14][CH:13]([NH:15][C:16]([C:18]3[CH:23]=[CH:22][CH:21]=[CH:20][CH:19]=3)=[O:17])[CH2:12][N:11]([C:24]([C:26]3([NH:30]C(=O)OC(C)(C)C)[CH2:29][CH2:28][CH2:27]3)=[O:25])[CH2:10]2)[CH:5]=[CH:6][C:7]=1[CH3:8].[ClH:38]>O1CCOCC1>[ClH:38].[NH2:30][C:26]1([C:24]([N:11]2[CH2:10][CH:9]([C:4]3[CH:5]=[CH:6][C:7]([CH3:8])=[C:2]([CH3:1])[CH:3]=3)[CH2:14][CH:13]([NH:15][C:16]([C:18]3[CH:19]=[CH:20][CH:21]=[CH:22][CH:23]=3)=[O:17])[CH2:12]2)=[O:25])[CH2:27][CH2:28][CH2:29]1 |f:3.4|. Procedure details: 55 mg (0.14 mmol) of tert-butyl [1-({3-(3,4-dimethylphenyl)-5-[(phenylcarbonyl)amino]piperidin-1-yl}carbonyl)cyclobutyl]carbamate were dissolved in 7 ml of dioxane, 1.5 ml of concentrated hydrochloric acid were added and the mixture was immediately concentrated on a rotary evaporator. The residue was then purified by preparative HPLC (Reprosil C18, water/acetonitrile gradient). Yield: 19 mg (39% of theory) The reactants are CC(CN)COc1cccc(CN2CCCCC2)c1, CCO, NN, O, O=C(Oc1ccccc1)Oc1ccccc1. Yields the product CC(CNC(=O)NN)COc1cccc(CN2CCCCC2)c1. Reaction SMILES: [CH3:1][CH:2]([CH2:3][NH2:4])[CH2:5][O:6][c:7]1[cH:8][c:9]([CH2:13][N:14]2[CH2:15][CH2:16][CH2:17][CH2:18][CH2:19]2)[cH:10][cH:11][cH:12]1.[CH3:39][CH2:40][OH:41].[NH2:37][NH2:38].[OH2:36].[c:20]1([O:21][C:27]([O:22][c:23]2[cH:24][cH:25][cH:26][cH:28][cH:29]2)=[O:35])[cH:30][cH:31][cH:32][cH:33][cH:34]1>>[CH3:1][CH:2]([CH2:3][NH:4][C:27](=[O:35])[NH:37][NH2:38])[CH2:5][O:6][c:7]1[cH:8][c:9]([CH2:13][N:14]2[CH2:15][CH2:16][CH2:17][CH2:18][CH2:19]2)[cH:10][cH:11][cH:12]1.